This data is from the Open Reaction Database (ORD), a public repository of structured organic reaction records. The task is: describe an organic reaction: reactants, conditions, products, and yield Reactants: CN(C)CC1(c2ccc(O)cc2)CCOCC1, ClCCCN1CCSCC1, [K+], [K+], O=C([O-])[O-], CN(C)C=O. Product: CN(C)CC1(c2ccc(OCCCN3CCSCC3)cc2)CCOCC1. As a reaction SMILES: [CH3:1][N:2]([CH3:3])[CH2:4][C:5]1([c:11]2[cH:12][cH:13][c:14]([OH:17])[cH:15][cH:16]2)[CH2:6][CH2:7][O:8][CH2:9][CH2:10]1.[Cl:18][CH2:19][CH2:20][CH2:21][N:22]1[CH2:23][CH2:24][S:25][CH2:26][CH2:27]1.[K+:28].[K+:29].[O-:30][C:31]([O-:32])=[O:33].[O:34]=[CH:35][N:36]([CH3:37])[CH3:38]>>[CH3:1][N:2]([CH3:3])[CH2:4][C:5]1([c:11]2[cH:12][cH:13][c:14]([O:17][CH2:19][CH2:20][CH2:21][N:22]3[CH2:23][CH2:24][S:25][CH2:26][CH2:27]3)[cH:15][cH:16]2)[CH2:6][CH2:7][O:8][CH2:9][CH2:10]1. Starting materials: ClCC=1N=C(OC1C)C1=CC2=CC=CC=C2C=C1 (4-chloromethyl-5-methyl-2-(2-naphthyl)oxazole), OC1=CC=C(C=O)C=C1 (p-hydroxybenzaldehyde). Yields the product CC1=C(N=C(O1)C1=CC2=CC=CC=C2C=C1)COC1=CC=C(C=O)C=C1 (4-[5-methyl-2-(2-naphthyl)-4-oxazolylmethoxy]benzaldehyde). Reaction SMILES: Cl[CH2:2][C:3]1[N:4]=[C:5]([C:9]2[CH:18]=[CH:17][C:16]3[C:11](=[CH:12][CH:13]=[CH:14][CH:15]=3)[CH:10]=2)[O:6][C:7]=1[CH3:8].[OH:19][C:20]1[CH:27]=[CH:26][C:23]([CH:24]=[O:25])=[CH:22][CH:21]=1>>[CH3:8][C:7]1[O:6][C:5]([C:9]2[CH:18]=[CH:17][C:16]3[C:11](=[CH:12][CH:13]=[CH:14][CH:15]=3)[CH:10]=2)=[N:4][C:3]=1[CH2:2][O:19][C:20]1[CH:27]=[CH:26][C:23]([CH:24]=[O:25])=[CH:22][CH:21]=1. Procedure: According to the method described for Reference Example 45, 4-chloromethyl-5-methyl-2-(2-naphthyl)oxazole was allowed to react with p-hydroxybenzaldehyde to give 4-[5-methyl-2-(2-naphthyl)-4-oxazolylmethoxy]benzaldehyde. Recrystallization from chloroform-ether gave colorless prisms, m.p.163°-164° C.